From a dataset of the Open Reaction Database (ORD), a public repository of structured organic reaction records. describe an organic reaction: reactants, conditions, products, and yield Reaction SMILES: [C:16]([CH3:17])([CH3:18])([CH3:19])[c:20]1[cH:21][cH:22][c:23]([CH2:24][N:25]=[C:26]=[O:27])[cH:28][cH:29]1.[Cl:35][CH2:36][Cl:37].[ClH:1].[F:2][c:3]1[cH:4][c:5]([CH2:6][NH2:7])[cH:8][cH:9][c:10]1[NH:11][S:12](=[O:13])(=[O:14])[CH3:15].[O:30]=[CH:31][N:32]([CH3:33])[CH3:34]>>[F:2][c:3]1[cH:4][c:5]([CH2:6][NH:7][C:26]([NH:25][CH2:24][c:23]2[cH:22][cH:21][c:20]([C:16]([CH3:17])([CH3:18])[CH3:19])[cH:29][cH:28]2)=[O:27])[cH:8][cH:9][c:10]1[NH:11][S:12](=[O:13])(=[O:14])[CH3:15]. Starting materials: CC(C)(C)c1ccc(CN=C=O)cc1, ClCCl, Cl, CS(=O)(=O)Nc1ccc(CN)cc1F, CN(C)C=O. Yields the product CC(C)(C)c1ccc(CNC(=O)NCc2ccc(NS(C)(=O)=O)c(F)c2)cc1.